From a dataset of the Open Reaction Database (ORD), a public repository of structured organic reaction records. describe an organic reaction: reactants, conditions, products, and yield Starting materials: Cc1cccc2cc[nH]c12, Ic1ccccc1. RXN SMILES: [CH3:1][c:2]1[cH:3][cH:4][cH:5][c:6]2[cH:7][cH:8][nH:9][c:10]12.[I:11][c:12]1[cH:13][cH:14][cH:15][cH:16][cH:17]1>>[CH3:1][c:2]1[cH:3][cH:4][cH:5][c:6]2[cH:7][cH:8][n:9](-[c:12]3[cH:13][cH:14][cH:15][cH:16][cH:17]3)[c:10]12. Product: Cc1cccc2ccn(-c3ccccc3)c12. Reported procedure: A 10-mL reaction flask containing an orange solution of 4-chloro-2-(2,6-dimethylphenyl)-6-(5-isopropyl-2-methylphenyl)-7,8-dihydro-1,6-naphthyridin-5(6H)-one (100 mg, 0.239 mmol), (S)-4-methoxy-3,3-dimethylpiperidine HCl salt (129 mg, 0.716 mmol), and DIEA (208 μL, 1.193 mmol) in DMA (1.2 mL) was placed in a sand bath preheated to 110° C. and stirred at that temperature. After 4 h the reaction mixture was allowed to cool to room temperature, then diluted with DCM and poured into mixture of satur... The product is CC1=C(C(=CC=C1)C)C1=NC=2CCN(C(C2C(=C1)N1CC([C@H](CC1)OC)(C)C)=O)C1=C(C=CC(=C1)C(C)C)C ((S)-2-(2,6-dimethylphenyl)-6-(5-isopropyl-2-methylphenyl)-4-(4-methoxy-3,3-dimethylpiperidin-1-yl)-7,8-dihydro-1,6-naphthyridin-5(6H)-one). The solvent is [Cl-].[Na+].O (brine), CC(=O)N(C)C (DMA), C(Cl)Cl (DCM). Reaction conditions: time 4 hour. As a reaction SMILES: Cl[C:2]1[C:11]2[C:10](=[O:12])[N:9]([C:13]3[CH:18]=[C:17]([CH:19]([CH3:21])[CH3:20])[CH:16]=[CH:15][C:14]=3[CH3:22])[CH2:8][CH2:7][C:6]=2[N:5]=[C:4]([C:23]2[C:28]([CH3:29])=[CH:27][CH:26]=[CH:25][C:24]=2[CH3:30])[CH:3]=1.Cl.[CH3:32][O:33][C@H:34]1[CH2:39][CH2:38][NH:37][CH2:36][C:35]1([CH3:41])[CH3:40].CCN(C(C)C)C(C)C.C(=O)(O)[O-].[Na+]>CC(N(C)C)=O.C(Cl)Cl.[Cl-].[Na+].O>[CH3:30][C:24]1[CH:25]=[CH:26][CH:27]=[C:28]([CH3:29])[C:23]=1[C:4]1[CH:3]=[C:2]([N:37]2[CH2:38][CH2:39][C@H:34]([O:33][CH3:32])[C:35]([CH3:41])([CH3:40])[CH2:36]2)[C:11]2[C:10](=[O:12])[N:9]([C:13]3[CH:18]=[C:17]([CH:19]([CH3:21])[CH3:20])[CH:16]=[CH:15][C:14]=3[CH3:22])[CH2:8][CH2:7][C:6]=2[N:5]=1 |f:1.2,4.5,8.9.10|. The reactants are C([O-])(O)=O.[Na+] (sodium bicarbonate), ClC1=CC(=NC=2CCN(C(C12)=O)C1=C(C=CC(=C1)C(C)C)C)C1=C(C=CC=C1C)C (4-chloro-2-(2,6-dimethylphenyl)-6-(5-isopropyl-2-methylphenyl)-7,8-dihydro-1,6-naphthyridin-5(6H)-one), Cl.CO[C@@H]1C(CNCC1)(C)C ((S)-4-methoxy-3,3-dimethylpiperidine HCl salt), CCN(C(C)C)C(C)C (DIEA). The reactants are [N+](=O)([O-])C=1C=C(C=CC1)S(=O)(=O)OC[C@@H]1CO1 ((S)-glycidyl m-nitrobenzenesulfonate), [F-].[Cs+] (Cesium fluoride), C([O-])([O-])=O.[K+].[K+] (potassium carbonate), C(C)(C)OCCOCC1=CC=C(C=C1)O (p-(2-Isopropoxyethoxy)methylphenol). Run in CN(C)C=O (DMF), O (water). Run at temperature 0 celsius, time 1 hour. Product: C(C)(C)OCCOCC1=CC=C(OC[C@@H]2CO2)C=C1 ((S)-1-(p-2-isopropoxyethoxymethylphenoxy)-2,3-epoxypropane). The yield is 96.1%. RXN SMILES: [CH:1]([O:4][CH2:5][CH2:6][O:7][CH2:8][C:9]1[CH:14]=[CH:13][C:12]([OH:15])=[CH:11][CH:10]=1)([CH3:3])[CH3:2].[F-].[Cs+].C(=O)([O-])[O-].[K+].[K+].[N+](C1C=C(S(O[CH2:37][C@H:38]2[O:40][CH2:39]2)(=O)=O)C=CC=1)([O-])=O>CN(C=O)C.O>[CH:1]([O:4][CH2:5][CH2:6][O:7][CH2:8][C:9]1[CH:14]=[CH:13][C:12]([O:15][CH2:37][C@H:38]2[O:40][CH2:39]2)=[CH:11][CH:10]=1)([CH3:3])[CH3:2] |f:1.2,3.4.5|. Procedure: p-(2-Isopropoxyethoxy)methylphenol (5 g) was dissolved in DMF (30 ml) under nitrogen atmosphere and the solution was cooled to 0° C. Cesium fluoride (0.72 g) and potassium carbonate (4.27 g) were added thereto, and the mixture was stirred for 1 hour. Then (S)-glycidyl m-nitrobenzenesulfonate (6.16 g, 99.7% e.e.) was added thereto and the mixture was stirred for 24 hours at the same temperature. After the reaction, water was added to the filtrate, the solution was extracted with ethyl acetate, dr...